Dataset: the Open Reaction Database (ORD), a public repository of structured organic reaction records. Task: describe an organic reaction: reactants, conditions, products, and yield The reactants are Cc1cc(Cl)cc(Cl)c1S(=O)(=O)Cl, Nc1cccc(COCc2cccc(Cl)c2)n1. Product: Cc1cc(Cl)cc(Cl)c1S(=O)(=O)Nc1cccc(COCc2cccc(Cl)c2)n1. RXN SMILES: [Cl:18][c:19]1[c:20]([S:27](=[O:28])(=[O:29])[Cl:30])[c:21]([CH3:26])[cH:22][c:23]([Cl:25])[cH:24]1.[Cl:1][c:2]1[cH:3][c:4]([CH2:5][O:6][CH2:7][c:8]2[cH:9][cH:10][cH:11][c:12]([NH2:14])[n:13]2)[cH:15][cH:16][cH:17]1>>[Cl:1][c:2]1[cH:3][c:4]([CH2:5][O:6][CH2:7][c:8]2[cH:9][cH:10][cH:11][c:12]([NH:14][S:27]([c:20]3[c:19]([Cl:18])[cH:24][c:23]([Cl:25])[cH:22][c:21]3[CH3:26])(=[O:28])=[O:29])[n:13]2)[cH:15][cH:16][cH:17]1.